From a dataset of the Open Reaction Database (ORD), a public repository of structured organic reaction records. describe an organic reaction: reactants, conditions, products, and yield The reactants are O=C1NCCC(F)(F)CC1NS(=O)(=O)c1ccc(Cl)cc1, FC(F)Oc1ccc(CBr)cc1. Yields the product O=C1NCCC(F)(F)CC1N(Cc1ccc(OC(F)F)cc1)S(=O)(=O)c1ccc(Cl)cc1. Reaction SMILES: [Cl:1][c:2]1[cH:3][cH:4][c:5]([S:8](=[O:9])(=[O:10])[NH:11][CH:12]2[C:13](=[O:21])[NH:14][CH2:15][CH2:16][C:17]([F:19])([F:20])[CH2:18]2)[cH:6][cH:7]1.[F:22][CH:23]([O:24][c:25]1[cH:26][cH:27][c:28]([CH2:29][Br:30])[cH:31][cH:32]1)[F:33]>>[Cl:1][c:2]1[cH:3][cH:4][c:5]([S:8](=[O:9])(=[O:10])[N:11]([CH:12]2[C:13](=[O:21])[NH:14][CH2:15][CH2:16][C:17]([F:19])([F:20])[CH2:18]2)[CH2:29][c:28]2[cH:27][cH:26][c:25]([O:24][CH:23]([F:22])[F:33])[cH:32][cH:31]2)[cH:6][cH:7]1.